This data is from the Open Reaction Database (ORD), a public repository of structured organic reaction records. The task is: describe an organic reaction: reactants, conditions, products, and yield Reactants: CC(C)(C)OC(=O)N1CCCN(c2nc3ccccc3[nH]2)CC1, CN(C)C=O, CCOC(C)=O, Fc1ccc(CBr)cc1, [H-], [Na+]. Yields the product CC(C)(C)OC(=O)N1CCCN(c2nc3ccccc3n2Cc2ccc(F)cc2)CC1. Reaction SMILES: [C:1]([CH3:2])([CH3:3])([CH3:4])[O:5][C:6](=[O:7])[N:8]1[CH2:9][CH2:10][N:11]([c:15]2[n:16][c:17]3[c:18]([nH:19]2)[cH:20][cH:21][cH:22][cH:23]3)[CH2:12][CH2:13][CH2:14]1.[CH3:35][N:36]([CH3:37])[CH:38]=[O:39].[CH3:40][CH2:41][O:42][C:43](=[O:44])[CH3:45].[F:26][c:27]1[cH:28][cH:29][c:30]([CH2:31][Br:32])[cH:33][cH:34]1.[H-:24].[Na+:25]>>[C:1]([CH3:2])([CH3:3])([CH3:4])[O:5][C:6](=[O:7])[N:8]1[CH2:9][CH2:10][N:11]([c:15]2[n:16]([CH2:31][c:30]3[cH:29][cH:28][c:27]([F:26])[cH:34][cH:33]3)[c:17]3[c:18]([n:19]2)[cH:20][cH:21][cH:22][cH:23]3)[CH2:12][CH2:13][CH2:14]1. The reactants are N=1C2=C(NC(C1)=O)C=1C=CC=CC1C2=O (9H-indeno[1,2-b]pyrazine-3,9(4H)-dione), C1(=CC=C(C=C1)S(=O)(=O)O)C (p-toluenesulfonic acid), O (water). Solvent: C1(=CC=CC=C1)C (toluene), CC(C(C)O)O (2,3-butanediol). The product is CC1C(C)OC2(C=NC3=C(N2)C=2C=CC=CC2C3=O)O1 (9H-Indeno[1,2-b]pyrazine-3,9(4H)-dione 9-(1,2-dimethylethylene) acetal). The yield is 78.5%. As a reaction SMILES: [N:1]1[C:2]2[C:14](=[O:15])[C:13]3[CH:12]=[CH:11][CH:10]=[CH:9][C:8]=3[C:3]=2[NH:4][C:5](=[O:7])[CH:6]=1.[C:16]1(C)C=C[C:19](S(O)(=O)=O)=[CH:18][CH:17]=1.[OH2:27]>C1(C)C=CC=CC=1.CC(O)C(O)C>[CH3:16][CH:17]1[O:27][C:5]2([NH:4][C:3]3[C:8]4[CH:9]=[CH:10][CH:11]=[CH:12][C:13]=4[C:14](=[O:15])[C:2]=3[N:1]=[CH:6]2)[O:7][CH:18]1[CH3:19]. Procedure details: A suspension of 9H-indeno[1,2-b]pyrazine-3,9(4H)-dione (2.0 g, 10.09 mmol) in toluene (50 ml), 2,3-butanediol (20 ml) and p-toluenesulfonic acid (40 mg) was refluxed with water separation for 20 hours. The reaction mixture was evaporated in vacuo to dryness and another portion of toluene, 2,3-butanediol and p-toluenesulfonic acid was added and the mixture was refluxed again for 20 hours. After evaporation to dryness, the residue was suspended in ethanol (10 ml) and the precipitate was filtered o... The reactants are CC(=O)c1ccccc1, Cl, C1CCOC1, c1ccccc1. The product is CC(O)c1ccccc1. Reaction SMILES: [CH3:1][C:2](=[O:3])[c:4]1[cH:5][cH:6][cH:7][cH:8][cH:9]1.[ClH:16].[O:17]1[CH2:18][CH2:19][CH2:20][CH2:21]1.[cH:10]1[cH:11][cH:12][cH:13][cH:14][cH:15]1>>[CH3:1][CH:2]([OH:3])[c:4]1[cH:5][cH:6][cH:7][cH:8][cH:9]1. The product is C(C)(C)(C)OC(=O)N[C@H]([C@H](CO)O)CC1=CC=CC=C1 (N-tert-butoxycarbonyl-3(S)-amino-2(R)-hydroxy-4-phenyl-1-butanol). Procedure: A solution of N-tert-butoxycarbonyl-3(S)-amino-2(R)-hydroxy-4-phenylbutyric acid methyl ester 154.7 g dissolved in ethanol 300 ml was kept at 5-15° C. and mixed with sodium borohydride 24.6 g and stirred at 15-45° C. for 3hrs. The reaction solution was cooled and adjusted with 3N-HCl to pH 2.5-3.5. Water was added to the resultant solution and then the obtained solution was cooled to 5° C. or lower to deposit crystals. The crystals were filtered, dissolved in ethyl acetate, and washed with aqueo... Solvent: C(C)O (ethanol). Conditions: temperature 30 celsius, time 3 hour. Reactants: COC([C@@H]([C@H](CC1=CC=CC=C1)NC(=O)OC(C)(C)C)O)=O (N-tert-butoxycarbonyl-3(S)-amino-2(R)-hydroxy-4-phenylbutyric acid methyl ester), [BH4-].[Na+] (sodium borohydride), Cl (HCl), O (Water), resultant solution. Reaction SMILES: C[O:2][C:3](=O)[C@H:4]([OH:21])[C@@H:5]([NH:13][C:14]([O:16][C:17]([CH3:20])([CH3:19])[CH3:18])=[O:15])[CH2:6][C:7]1[CH:12]=[CH:11][CH:10]=[CH:9][CH:8]=1.[BH4-].[Na+].Cl.O>C(O)C>[C:17]([O:16][C:14]([NH:13][C@@H:5]([CH2:6][C:7]1[CH:8]=[CH:9][CH:10]=[CH:11][CH:12]=1)[C@@H:4]([OH:21])[CH2:3][OH:2])=[O:15])([CH3:20])([CH3:18])[CH3:19] |f:1.2|. The reactants are CC(=O)OC(C)=O, C1CCOC1, CCOC(=O)c1c(C)nc(-c2ccccc2)nc1-c1ccc(O)c([N+](=O)[O-])c1. Reaction SMILES: [CH3:29][C:30](=[O:31])[O:32][C:33](=[O:34])[CH3:35].[O:36]1[CH2:37][CH2:38][CH2:39][CH2:40]1.[OH:1][c:2]1[cH:3][cH:4][c:5](-[c:11]2[n:12][c:13](-[c:23]3[cH:24][cH:25][cH:26][cH:27][cH:28]3)[n:14][c:15]([CH3:22])[c:16]2[C:17](=[O:18])[O:19][CH2:20][CH3:21])[cH:6][c:7]1[N+:8](=[O:9])[O-:10]>>[O:1]([c:2]1[cH:3][cH:4][c:5](-[c:11]2[n:12][c:13](-[c:23]3[cH:24][cH:25][cH:26][cH:27][cH:28]3)[n:14][c:15]([CH3:22])[c:16]2[C:17](=[O:18])[O:19][CH2:20][CH3:21])[cH:6][c:7]1[N+:8](=[O:9])[O-:10])[C:30]([CH3:29])=[O:31]. Yields the product CCOC(=O)c1c(C)nc(-c2ccccc2)nc1-c1ccc(OC(C)=O)c([N+](=O)[O-])c1. Reactants: N[C@@H](C(=O)N1CCN(CC1)C1=C(C=CC=C1)NS(=O)(=O)C)CC1=CC(=C(C=C1)Cl)Cl ((2R)-2-Amino-3-(3,4-dichlorophenyl)-1-(4-{2-[(methylsulfonyl)amino]phenyl}piperazinyl)propan-1-one), CCN=C=NCCCN(C)C.CI (1-(3-dimethylaminopropyl)-3-ethylcarbodiimide methiodide), C1=CC2=C(N=C1)N(N=N2)O (HOAT), XIX, C(=O)(OC(C)(C)C)N1CC(C1)C(=O)O (Boc-azetidine-3-carboxylic acid). The solvent is CN(C)C=O (DMF). Product: ClC=1C=C(C=CC1Cl)C[C@H](C(=O)N1CCN(CC1)C1=C(C=CC=C1)NS(=O)(=O)C)NC(=O)C1CN(C1)C(=O)OC(C)(C)C (tert-Butyl 3-{N-[(1R)-1-[(3,4-dichlorophenyl)methyl]-2-(4-{2-[(methylsulfonyl)amino]phenyl}piperazinyl)-2-oxoethyl]carbamoyl}azetidinecarboxylate). Reaction SMILES: [NH2:1][C@H:2]([CH2:22][C:23]1[CH:28]=[CH:27][C:26]([Cl:29])=[C:25]([Cl:30])[CH:24]=1)[C:3]([N:5]1[CH2:10][CH2:9][N:8]([C:11]2[CH:16]=[CH:15][CH:14]=[CH:13][C:12]=2[NH:17][S:18]([CH3:21])(=[O:20])=[O:19])[CH2:7][CH2:6]1)=[O:4].[C:31]([N:38]1[CH2:41][CH:40]([C:42](O)=[O:43])[CH2:39]1)([O:33][C:34]([CH3:37])([CH3:36])[CH3:35])=[O:32].CCN=C=NCCCN(C)C.CI.C1C=NC2N(O)N=NC=2C=1>CN(C=O)C>[Cl:30][C:25]1[CH:24]=[C:23]([CH2:22][C@@H:2]([NH:1][C:42]([CH:40]2[CH2:41][N:38]([C:31]([O:33][C:34]([CH3:37])([CH3:36])[CH3:35])=[O:32])[CH2:39]2)=[O:43])[C:3]([N:5]2[CH2:6][CH2:7][N:8]([C:11]3[CH:16]=[CH:15][CH:14]=[CH:13][C:12]=3[NH:17][S:18]([CH3:21])(=[O:19])=[O:20])[CH2:9][CH2:10]2)=[O:4])[CH:28]=[CH:27][C:26]=1[Cl:29] |f:2.3|. Reported procedure: tert-Butyl 3-{N-[(1R)-1-[(3,4-dichlorophenyl)methyl]-2-(4-{2-[(methylsulfonyl)amino]phenyl}piperazinyl)-2-oxoethyl]carbamoyl}azetidinecarboxylate was prepared from (2R)-2-amino-3-(3,4-dichlorophenyl)-1-(4-{2-[(methylsulfonyl)amino]phenyl}-piperazinyl) propan-1-one (Example 2, Step 2) (320 mg, 0.67 mmol), according to the procedure for Preparation XIX using Boc-azetidine-3-carboxylic acid (140 mg, 0.71 mmol), 1-(3-dimethylaminopropyl)-3-ethylcarbodiimide methiodide (400 mg, 1.3 mmol), HOAT (96 mg...